From a dataset of the Open Reaction Database (ORD), a public repository of structured organic reaction records. describe an organic reaction: reactants, conditions, products, and yield Reactants: CC1=C(CCC2=CC=CC=C12)CC#N (3,4-dihydro-1-methyl-2-naphthaleneacetonitrile), C(CN)N (ethylenediamine). The solvent is C(=S)=S (carbon disulfide). Reaction conditions: temperature 120 celsius. Product: CC1=C(CCC2=CC=CC=C12)CC=1NCCN1 (2-[(3,4-dihydro-1-methyl-2-naphthalenyl)methyl]-4,5-dihydro-1H-imidazole). Reaction SMILES: [CH3:1][C:2]1[C:11]2[C:6](=[CH:7][CH:8]=[CH:9][CH:10]=2)[CH2:5][CH2:4][C:3]=1[CH2:12][C:13]#[N:14].[CH2:15](N)[CH2:16][NH2:17]>C(=S)=S>[CH3:1][C:2]1[C:11]2[C:6](=[CH:7][CH:8]=[CH:9][CH:10]=2)[CH2:5][CH2:4][C:3]=1[CH2:12][C:13]1[NH:14][CH2:15][CH2:16][N:17]=1. Reported procedure: To a mixture of 60 g (0.33 mole) of 3,4-dihydro-1-methyl-2-naphthaleneacetonitrile and 30 ml of ethylenediamine was added 3 ml of carbon disulfide. The reaction mixture was stirred under nitrogen and heated in an oil bath at 120° C. for 21 hours, and then cooled to room temperature and concentrated in vacuo to remove volatile substances. The solid material was collected, dissolved in 600 ml of chloroform and dried over anhydrous magnesium sulfate. The solvent was removed, and the residue was tri...